This data is from the Open Reaction Database (ORD), a public repository of structured organic reaction records. The task is: describe an organic reaction: reactants, conditions, products, and yield Starting materials: CCCC[N+](CCCC)(CCCC)CCCC, CS(=O)(=O)Cl, CCN(C(C)C)C(C)C, Nc1ccccc1C#Cc1cccn2nc(Cl)nc12, ClCCCl, Cl, [F-], C1CCOC1. The product is CS(=O)(=O)Nc1ccccc1C#Cc1cccn2nc(Cl)nc12. Reaction SMILES: [CH2:36]([N+:37]([CH2:38][CH2:39][CH2:40][CH3:41])([CH2:42][CH2:43][CH2:44][CH3:45])[CH2:46][CH2:47][CH2:48][CH3:49])[CH2:50][CH2:51][CH3:52].[CH3:29][S:30]([Cl:31])(=[O:32])=[O:33].[CH:20]([N:21]([CH2:22][CH3:23])[CH:24]([CH3:25])[CH3:26])([CH3:27])[CH3:28].[Cl:1][c:2]1[n:3][n:4]2[c:5]([c:6]([C:10]#[C:11][c:12]3[c:13]([NH2:18])[cH:14][cH:15][cH:16][cH:17]3)[cH:7][cH:8][cH:9]2)[n:19]1.[Cl:58][CH2:59][CH2:60][Cl:61].[ClH:34].[F-:35].[O:53]1[CH2:54][CH2:55][CH2:56][CH2:57]1>>[Cl:1][c:2]1[n:3][n:4]2[c:5]([c:6]([C:10]#[C:11][c:12]3[c:13]([NH:18][S:30]([CH3:29])(=[O:32])=[O:33])[cH:14][cH:15][cH:16][cH:17]3)[cH:7][cH:8][cH:9]2)[n:19]1. Reactants: O (Water), C([O-])([O-])=O.[Cs+].[Cs+] (Cesium carbonate), O=C1N(C=2CCCC(C2C(N1)C1=CC=C(C#N)C=C1)=O)C1=CC(=CC=C1)C(F)(F)F (4-(2,5-dioxo-1-(3-(trifluoromethyl)phenyl)1,2,3,4,5,6,7,8octahydroquinazolin-4-yl)-benzonitrile), BrC(C(=O)OC)C (methyl 2-bromopropanoate). Run in CN(C=O)C (N,N-dimethylformamide). Conditions: temperature 50 celsius, time 6 hour. Product: C(#N)C1=CC=C(C=C1)C1N(C(N(C=2CCCC(C12)=O)C1=CC(=CC=C1)C(F)(F)F)=O)C(C(=O)OC)C (Methyl 2-(4-(4-Cyanophenyl)-2,5-dioxo-1-(3-(trifluoromethyl)phenyl)-1,2,5,6,7,8-hexahydroquinazolin-3(4H)-yl)propanoate). RXN SMILES: C(=O)([O-])[O-].[Cs+].[Cs+].[O:7]=[C:8]1[NH:17][CH:16]([C:18]2[CH:25]=[CH:24][C:21]([C:22]#[N:23])=[CH:20][CH:19]=2)[C:15]2[C:14](=[O:26])[CH2:13][CH2:12][CH2:11][C:10]=2[N:9]1[C:27]1[CH:32]=[CH:31][CH:30]=[C:29]([C:33]([F:36])([F:35])[F:34])[CH:28]=1.Br[CH:38]([CH3:43])[C:39]([O:41][CH3:42])=[O:40].O>CN(C)C=O>[C:22]([C:21]1[CH:20]=[CH:19][C:18]([CH:16]2[C:15]3[C:14](=[O:26])[CH2:13][CH2:12][CH2:11][C:10]=3[N:9]([C:27]3[CH:32]=[CH:31][CH:30]=[C:29]([C:33]([F:36])([F:34])[F:35])[CH:28]=3)[C:8](=[O:7])[N:17]2[CH:38]([CH3:43])[C:39]([O:41][CH3:42])=[O:40])=[CH:25][CH:24]=1)#[N:23] |f:0.1.2|. Procedure details: Cesium carbonate (713 mg, 2.19 mmol) is added to a solution of 4-(2,5-dioxo-1-(3-(trifluoromethyl)phenyl)1,2,3,4,5,6,7,8octahydroquinazolin-4-yl)-benzonitrile (example 1, 300 mg, 0.73 mmol) and methyl 2-bromopropanoate (244 mg, 1.46 mmol) in N,N-dimethylformamide (10 mL), and the mixture is stirred at 50° C. for 6 h and at room temperature over night. Water is added, and the mixture is extracted with dichloromethane. The organic layer is extracted with water and brine, dried over MgSO4 and conce... Reaction SMILES: [Cl:1][c:2]1[c:3]([C:4](=[O:5])[N:6]([c:7]2[s:8][c:9]3[c:10]([n:11]2)[cH:12][cH:13][c:14]([N+:16]([O-:17])=[O:18])[cH:15]3)[c:19]2[cH:20][c:21]([O:27][CH3:28])[c:22]([O:25][CH3:26])[cH:23][cH:24]2)[cH:29][cH:30][c:31]([Cl:33])[cH:32]1.[ClH:49].[Na+:43].[O-:39][C:40]([OH:41])=[O:42].[O:44]=[CH:45][N:46]([CH3:47])[CH3:48].[OH2:34].[OH2:35].[Sn:36]([Cl:37])[Cl:38]>>[Cl:1][c:2]1[c:3]([C:4](=[O:5])[N:6]([c:7]2[s:8][c:9]3[c:10]([n:11]2)[cH:12][cH:13][c:14]([NH2:16])[cH:15]3)[c:19]2[cH:20][c:21]([O:27][CH3:28])[c:22]([O:25][CH3:26])[cH:23][cH:24]2)[cH:29][cH:30][c:31]([Cl:33])[cH:32]1. Reactants: COc1ccc(N(C(=O)c2ccc(Cl)cc2Cl)c2nc3ccc([N+](=O)[O-])cc3s2)cc1OC, Cl, [Na+], O=C([O-])O, CN(C)C=O, O, O, Cl[Sn]Cl. Yields the product COc1ccc(N(C(=O)c2ccc(Cl)cc2Cl)c2nc3ccc(N)cc3s2)cc1OC. Starting materials: CCCCCCN=C=O, Oc1n[nH]c2cc(Cl)ccc12, CN(C)C=O. The product is CCCCCCNC(=O)n1nc(O)c2ccc(Cl)cc21. RXN SMILES: [CH3:12][CH2:13][CH2:14][CH2:15][CH2:16][CH2:17][N:18]=[C:19]=[O:20].[Cl:1][c:2]1[cH:3][cH:4][c:5]2[c:6]([OH:11])[n:7][nH:8][c:9]2[cH:10]1.[O:21]=[CH:22][N:23]([CH3:24])[CH3:25]>>[Cl:1][c:2]1[cH:3][cH:4][c:5]2[c:6]([OH:11])[n:7][n:8]([C:19]([NH:18][CH2:17][CH2:16][CH2:15][CH2:14][CH2:13][CH3:12])=[O:20])[c:9]2[cH:10]1.